Dataset: the Open Reaction Database (ORD), a public repository of structured organic reaction records. Task: describe an organic reaction: reactants, conditions, products, and yield The reactants are ClC1=CC=C(C(=O)C=2C=C(C(=O)NC3=CC=CC=C3)C=CN2)C=C1 (2-(4-chlorobenzoyl)-isonicotinanilide), ClC1(C(=O)NC2=CC=CC=C2)CC(=NC=C1)C(C1=CC=CC=C1)=O (4-chloro-2-benzoyl-isonicotinanilide), C(C)N(C1=CC=CC=C1)CC (N,N-diethylaniline). Solvent: C(C)N(CC)CC (triethylamine). The product is C(C)OC(C1(CC(=NC=C1)C(C1=CC=CC=C1)=O)Cl)(NC1=CC=CC=C1)OCC (4-Chloro-2-benzoyl-isonicotinanilide diethyl ketal). Isolated yield 75.0%. As a reaction SMILES: ClC1C=C[C:5]([C:6](C2C=C(C=CN=2)C(NC2C=CC=CC=2)=O)=[O:7])=CC=1.[Cl:25][C:26]1([CH:40]=[CH:39][N:38]=[C:37]([C:41](=[O:48])[C:42]2[CH:47]=[CH:46][CH:45]=[CH:44][CH:43]=2)[CH2:36]1)[C:27]([NH:29][C:30]1[CH:35]=[CH:34][CH:33]=[CH:32][CH:31]=1)=[O:28].[CH2:49](N(CC)C1C=CC=CC=1)[CH3:50]>C(N(CC)CC)C>[CH2:49]([O:28][C:27]([O:7][CH2:6][CH3:5])([NH:29][C:30]1[CH:31]=[CH:32][CH:33]=[CH:34][CH:35]=1)[C:26]1([Cl:25])[CH:40]=[CH:39][N:38]=[C:37]([C:41](=[O:48])[C:42]2[CH:47]=[CH:46][CH:45]=[CH:44][CH:43]=2)[CH2:36]1)[CH3:50]. Procedure details: The procedure of Synthesis 1 was repeated except that 2-(4-chlorobenzoyl)-isonicotinanilide and triethylamine was replaced by 4-chloro-2-benzoyl-isonicotinanilide (11.2 g) and N,N-diethylaniline (15 ml), respectively. The titled compound was obtained in an amount of 10.3 g (yield: 75%). m.p. 133°-134° C.